From a dataset of the Open Reaction Database (ORD), a public repository of structured organic reaction records. describe an organic reaction: reactants, conditions, products, and yield The reactants are N1=C(N)N=C(N)N=C1N (melamine), [Mo](=O)(=O)=O (molybdenum trioxide), S(=O)(=O)([O-])[O-].[NH4+].[NH4+] (ammonium sulfate). Solvent: O (water), O (water). Yields the product [O-2].[O-2].[O-2].[O-2].[O-2].[O-2].[O-2].[O-2].[O-2].[O-2].[O-2].[O-2].[O-2].[O-2].[O-2].[O-2].[O-2].[O-2].[O-2].[O-2].[O-2].[O-2].[O-2].[O-2].[Mo].[Mo].[Mo].[Mo].[Mo].[Mo].[Mo] (heptamolybdate). The yield is 93.3%. RXN SMILES: N1C(N)=NC(N)=NC=1N.[Mo:10](=O)(=O)=[O:11].S([O-])([O-])(=O)=[O:15].[NH4+].[NH4+]>O>[O-2:11].[O-2:15].[O-2:11].[O-2:11].[O-2:11].[O-2:11].[O-2:11].[O-2:11].[O-2:11].[O-2:11].[O-2:11].[O-2:11].[O-2:11].[O-2:11].[O-2:11].[O-2:11].[O-2:11].[O-2:11].[O-2:11].[O-2:11].[O-2:11].[O-2:11].[O-2:11].[O-2:11].[Mo:10].[Mo:10].[Mo:10].[Mo:10].[Mo:10].[Mo:10].[Mo:10] |f:2.3.4,6.7.8.9.10.11.12.13.14.15.16.17.18.19.20.21.22.23.24.25.26.27.28.29.30.31.32.33.34.35.36|. Procedure details: Melaminium heptamolybdate was prepared as follows, 10.00 grams of melamine, 11.41 grams of molybdenum trioxide, 7.86 grams of ammonium sulfate and 300 milliliters of water were added to a 500 milliliter round-bottom flask equipped with a water-cooled condenser. Starting materials: S1C=NC=C1C(=O)Cl (thiazole-5-carbonyl chloride), NC1=NC(=NC2=CC(=C(C=C12)OC)OC)N1CCNCC1 (4-amino-6,7-dimethoxy-2-(1-piperazinyl)quinazoline). Product: Cl.NC1=NC(=NC2=CC(=C(C=C12)OC)OC)N1CCN(CC1)C(=O)C1=CN=CS1 (4-Amino-6,7-dimethoxy-2-[4-(thiazole-5-carbonyl)piperazin-1-yl]quinazoline Hydrochloride). As a reaction SMILES: [S:1]1[C:5]([C:6]([Cl:8])=[O:7])=[CH:4][N:3]=[CH:2]1.[NH2:9][C:10]1[C:19]2[C:14](=[CH:15][C:16]([O:22][CH3:23])=[C:17]([O:20][CH3:21])[CH:18]=2)[N:13]=[C:12]([N:24]2[CH2:29][CH2:28][NH:27][CH2:26][CH2:25]2)[N:11]=1>>[ClH:8].[NH2:9][C:10]1[C:19]2[C:14](=[CH:15][C:16]([O:22][CH3:23])=[C:17]([O:20][CH3:21])[CH:18]=2)[N:13]=[C:12]([N:24]2[CH2:29][CH2:28][N:27]([C:6]([C:5]3[S:1][CH:2]=[N:3][CH:4]=3)=[O:7])[CH2:26][CH2:25]2)[N:11]=1 |f:2.3|. Procedure: The title compound was prepared from thiazole-5-carbonyl chloride (0.77 g.) and 4-amino-6,7-dimethoxy-2-(1-piperazinyl)quinazoline (1.51 g.) following previously described procedures. The product had a m.p. of 280°-281° C. with decomposition. The reactants are COC1=C(C=O)C=CC=C1 (2-methoxybenzaldehyde), CC(C)(C)[N+](=O)[O-] (1,1-dimethylnitroethane), C(C)(=O)O (acetic acid). Reagents/catalysts: [Zn] (zinc). The solvent is C(C)O (ethanol). Conditions: temperature 5 celsius. Yields the product COC1=C(C=CC=C1)C=[N+]([O-])C(C)(C)C (α-(2-methoxyphenyl)-N-t-butylnitrone). As a reaction SMILES: [CH3:1][O:2][C:3]1[CH:10]=[CH:9][CH:8]=[CH:7][C:4]=1[CH:5]=O.[CH3:11][C:12]([N+:15]([O-])=[O:16])([CH3:14])[CH3:13].C(O)(=O)C>C(O)C.[Zn]>[CH3:1][O:2][C:3]1[CH:10]=[CH:9][CH:8]=[CH:7][C:4]=1[CH:5]=[N+:15]([C:12]([CH3:14])([CH3:13])[CH3:11])[O-:16]. Procedure details: To a suspension of 2-methoxybenzaldehyde (622.4 mg, 4.57 mmol), 1,1-dimethylnitroethane (942.7 mg, 9.14 mmol) and zinc (896.3 mg, 13.7 mmol) in ethanol (15 ml) was added acetic acid (944.8 mg, 15.7 mmol) dropwise at 5° C. while stirring. The mixture was stirred at room temperature for one day. After the mixture was cooled to 5° C., zinc acetate was filtered off and the filtrate was concentrated and purified by silica gel chromatography (hexane/ethyl acetate=2/1). Reactants: C(N)(=O)C(C(C)C)(C)NC(=O)C1=C2C(=NN(C2=CC=C1C(=O)OC)C)C (methyl 4-[(1-carbamoyl-1,2-dimethylpropyl)carbamoyl]-1,3-dimethyl-1H-indazole-5-carboxylate), P(Cl)(Cl)(Cl)(Cl)Cl (phosphorus pentachloride), C([O-])(O)=O.[Na+] (sodium bicarbonate). The solvent is C1(=CC=CC=C1)C (toluene). Reaction conditions: temperature 90 celsius, time 3.5 hour. Product: C(C)(C)C1(N=C(NC1=O)C1=C2C(=NN(C2=CC=C1C(=O)OC)C)C)C (Methyl 4-(4-isopropyl-4-methyl-5-oxo-2-imidazolin-2-yl)-1,3-dimethyl-1H-indazole-5-carboxylate). The yield is 85.7%. RXN SMILES: [C:1]([C:4]([NH:9][C:10]([C:12]1[C:20]([C:21]([O:23][CH3:24])=[O:22])=[CH:19][CH:18]=[C:17]2[C:13]=1[C:14]([CH3:26])=[N:15][N:16]2[CH3:25])=O)([CH3:8])[CH:5]([CH3:7])[CH3:6])(=[O:3])[NH2:2].P(Cl)(Cl)(Cl)(Cl)Cl.C(=O)(O)[O-].[Na+]>C1(C)C=CC=CC=1>[CH:5]([C:4]1([CH3:8])[C:1](=[O:3])[NH:2][C:10]([C:12]2[C:20]([C:21]([O:23][CH3:24])=[O:22])=[CH:19][CH:18]=[C:17]3[C:13]=2[C:14]([CH3:26])=[N:15][N:16]3[CH3:25])=[N:9]1)([CH3:7])[CH3:6] |f:2.3|. Procedure details: A mixture of methyl 4-[(1-carbamoyl-1,2-dimethylpropyl)carbamoyl]-1,3-dimethyl-1H-indazole-5-carboxylate (0.600 g, 1.67 mmol), phosphorus pentachloride (1.04 g, 5.00 mmol) and dry toluene (7.0 mL) is stirred for 3.5 hours at 90° C. cooled and filtered. The filter cake is washed with toluene, slurried in water, treated with sodium bicarbonate (0.370 g, 4.40 mmol) to pH 8.5 and filtered to afford the title product as a white solid (0.490 g, 85.7%), mp 130°-150° C. The reactants are COC=1C=C(CC2N(CCCC3=C2C=C(C(=C3)OC)OC)C(C(=O)O)C3=CC=CC=C3)C=CC1OC ([1-(3,4-dimethoxy-benzyl)-7,8-dimethoxy-1,3,4,5-tetrahydro-benzo[c]azepin-2-yl]-phenyl-acetic acid), N1=CC(=CC=C1)CN (3-picolylamine). The product is COC=1C=C(CC2N(CCCC3=C2C=C(C(=C3)OC)OC)C(C(=O)NCC=3C=NC=CC3)C3=CC=CC=C3)C=CC1OC (2-[1-(3,4-Dimethoxy-benzyl)-7,8-dimethoxy-1,3,4,5-tetrahydro-benzo[c]azepin-2-yl]-2-phenyl-N-pyridin-3-ylmethyl-acetamide). RXN SMILES: [CH3:1][O:2][C:3]1[CH:4]=[C:5]([CH:32]=[CH:33][C:34]=1[O:35][CH3:36])[CH2:6][CH:7]1[C:13]2[CH:14]=[C:15]([O:20][CH3:21])[C:16]([O:18][CH3:19])=[CH:17][C:12]=2[CH2:11][CH2:10][CH2:9][N:8]1[CH:22]([C:26]1[CH:31]=[CH:30][CH:29]=[CH:28][CH:27]=1)[C:23](O)=[O:24].[N:37]1[CH:42]=[CH:41][CH:40]=[C:39]([CH2:43][NH2:44])[CH:38]=1>>[CH3:1][O:2][C:3]1[CH:4]=[C:5]([CH:32]=[CH:33][C:34]=1[O:35][CH3:36])[CH2:6][CH:7]1[C:13]2[CH:14]=[C:15]([O:20][CH3:21])[C:16]([O:18][CH3:19])=[CH:17][C:12]=2[CH2:11][CH2:10][CH2:9][N:8]1[CH:22]([C:26]1[CH:27]=[CH:28][CH:29]=[CH:30][CH:31]=1)[C:23]([NH:44][CH2:43][C:39]1[CH:38]=[N:37][CH:42]=[CH:41][CH:40]=1)=[O:24]. Reported procedure: prepared by reaction of [1-(3,4-dimethoxy-benzyl)-7,8-dimethoxy-1,3,4,5-tetrahydro-benzo[c]azepin-2-yl]-phenyl-acetic acid with 3-picolylamine. Starting materials: ClCCl, O=c1[nH]ncc(Oc2ccccc2)c1Cl, [H][H], [Na+], [OH-], O. The product is O=c1cc(Oc2ccccc2)cn[nH]1. RXN SMILES: [CH2:20]([Cl:21])[Cl:22].[Cl:1][c:2]1[c:3](=[O:15])[nH:4][n:5][cH:6][c:7]1[O:8][c:9]1[cH:10][cH:11][cH:12][cH:13][cH:14]1.[H:18][H:19].[Na+:17].[OH-:16].[OH2:23]>>[cH:2]1[c:3](=[O:15])[nH:4][n:5][cH:6][c:7]1[O:8][c:9]1[cH:10][cH:11][cH:12][cH:13][cH:14]1. Product: O\N=C(/C(=O)OCC)\C(C)=O (ethyl (Z)-2-(hydroxyimino)-3-oxobutyrate). Solvent: O (water), O (water), C(C)(=O)O (acetic acid). Procedure: To a stirred and ice-cooled solution of ethyl acetoacetate (292 g) in glacial acetic acid (296 ml) was added a solution of sodium nitrite (180 g) in water (400 ml) at such a rate that the reaction temperature was maintained below 10° C. Stirring and cooling were continued for about 30 min., when a solution of potassium chloride (160 g) in water (800 ml) was added. The resulting mixture was stirred for one hour. The lower oily phase was separated and the aqueous phase was extracted with diethyl e... Yield: 86.5%. Starting materials: N(=O)[O-].[Na+] (sodium nitrite), [Cl-].[K+] (potassium chloride), C(CC(=O)C)(=O)OCC (ethyl acetoacetate). Reaction SMILES: [C:1]([O:7][CH2:8][CH3:9])(=[O:6])[CH2:2][C:3]([CH3:5])=[O:4].[N:10]([O-])=[O:11].[Na+].[Cl-].[K+]>C(O)(=O)C.O>[OH:11]/[N:10]=[C:2](/[C:3](=[O:4])[CH3:5])\[C:1]([O:7][CH2:8][CH3:9])=[O:6] |f:1.2,3.4|. Reaction conditions: time 30 minute. Reactants: NC1=NC(=C(C(=N1)Cl)C#N)C1=CC=CC=C1 (2-amino-4-chloro-6-phenyl-pyrimidine-5-carbonitrile), ( 28 ), M—PhCH═CH2, ( 20 ), C1(=CC=CC=C1)C=C (PhCH═CH2), C1(=CC=CC=C1)CCO (2-phenylethanol), C1CCC2=NCCCN2CC1 (DBU), ( 20 ). Solvent: COCCOC (DME). Product: NC1=NC(=C(C(=N1)OCCC1=CC=CC=C1)C#N)C1=CC=CC=C1 (2-Amino-4-phenethyloxy-6-phenyl-pyrimidine-5-carbonitrile). As a reaction SMILES: [NH2:1][C:2]1[N:7]=[C:6](Cl)[C:5]([C:9]#[N:10])=[C:4]([C:11]2[CH:16]=[CH:15][CH:14]=[CH:13][CH:12]=2)[N:3]=1.[C:17]1([CH2:23][CH2:24][OH:25])[CH:22]=[CH:21][CH:20]=[CH:19][CH:18]=1.C1CCN2C(=NCCC2)CC1.C1(C=C)C=CC=CC=1>COCCOC>[NH2:1][C:2]1[N:7]=[C:6]([O:25][CH2:24][CH2:23][C:17]2[CH:22]=[CH:21][CH:20]=[CH:19][CH:18]=2)[C:5]([C:9]#[N:10])=[C:4]([C:11]2[CH:16]=[CH:15][CH:14]=[CH:13][CH:12]=2)[N:3]=1. Procedure: From 2-amino-4-chloro-6-phenyl-pyrimidine-5-carbonitrile, 2-phenylethanol and DBU in DME. EI-MS m/e (%): 316 (M+, 4), 212 ([M—PhCH═CH2]+, 100), 184 (28), 170 (20), 104 ([PhCH═CH2]+, 84), 77 (20). The reactants are N1=C(N=CC=C1)CCCC(=O)OCC (ethyl 4-pyrimidin-2-ylbutanoate), CS(=O)(=O)N1CCN(CC1)C1=NC=C(C=N1)OCC(F)(F)F (2-[4-(methylsulfonyl)piperazin-1-yl]-5-(2,2,2-trifluoroethoxy)pyrimidine), [Li+].C[Si](C)(C)[N-][Si](C)(C)C (LHMDS). Run in C1CCOC1 (THF), C1CCOC1 (THF). Run at temperature -20 celsius, time 15 minute. Yields the product N1=C(N=CC=C1)CCCC(CS(=O)(=O)N1CCN(CC1)C1=NC=C(C=N1)OCC(F)(F)F)=O (5-pyrimidin-2-yl-1-({4-[5-(2,2,2-trifluoroethoxy)pyrimidin-2-yl]piperazin-1-yl}sulfonyl)pentan-2-one), solid. Yield: 82.2%. RXN SMILES: [CH3:1][S:2]([N:5]1[CH2:10][CH2:9][N:8]([C:11]2[N:16]=[CH:15][C:14]([O:17][CH2:18][C:19]([F:22])([F:21])[F:20])=[CH:13][N:12]=2)[CH2:7][CH2:6]1)(=[O:4])=[O:3].[Li+].C[Si]([N-][Si](C)(C)C)(C)C.[N:33]1[CH:38]=[CH:37][CH:36]=[N:35][C:34]=1[CH2:39][CH2:40][CH2:41][C:42](OCC)=[O:43]>C1COCC1>[N:33]1[CH:38]=[CH:37][CH:36]=[N:35][C:34]=1[CH2:39][CH2:40][CH2:41][C:42](=[O:43])[CH2:1][S:2]([N:5]1[CH2:6][CH2:7][N:8]([C:11]2[N:12]=[CH:13][C:14]([O:17][CH2:18][C:19]([F:22])([F:20])[F:21])=[CH:15][N:16]=2)[CH2:9][CH2:10]1)(=[O:4])=[O:3] |f:1.2|. Reported procedure: To a stirred suspension of 2-[4-(methylsulfonyl)piperazin-1-yl]-5-(2,2,2-trifluoroethoxy)pyrimidine (8.05 g, 23.6 mmol) in THF (175 mL) at −78° C. was added LHMDS (47.2 mL, 47.2 mmol) dropwise and the reaction stirred for 15 minutes. A solution of ethyl 4-pyrimidin-2-ylbutanoate (5.5 g, 28.3 mmol) in THF (50 mL) was then added at −78° C., warmed to −20° C. and stirred for 2 hours. The reaction was then quenched by addition of a saturated solution of NH4Cl (250 mL), extracted twice with EtOAc (2×...